Dataset: the Open Reaction Database (ORD), a public repository of structured organic reaction records. Task: describe an organic reaction: reactants, conditions, products, and yield Starting materials: ClC=1C=C2N=C(C(=NC2=CC1)NCC1=C(C=C(C=C1)OC)OC)OC (6-chloro-2-(2,4-dimethoxybenzylamino)-3-methoxyquinoxaline), FC(C(=O)O)(F)F (trifluoroacetic acid). Solvent: ClCCl (dichloromethane). Conditions: time 18 hour. Product: NC1=NC2=CC=C(C=C2N=C1OC)Cl (2-Amino-6-chloro-3-methoxyquinoxaline). Isolated yield 58.9%. Reaction SMILES: [Cl:1][C:2]1[CH:3]=[C:4]2[C:9](=[CH:10][CH:11]=1)[N:8]=[C:7]([NH:12]CC1C=CC(OC)=CC=1OC)[C:6]([O:24][CH3:25])=[N:5]2.FC(F)(F)C(O)=O>ClCCl>[NH2:12][C:7]1[C:6]([O:24][CH3:25])=[N:5][C:4]2[C:9](=[CH:10][CH:11]=[C:2]([Cl:1])[CH:3]=2)[N:8]=1. Procedure: To 6-chloro-2-(2,4-dimethoxybenzylamino)-3-methoxyquinoxaline (4.42 g, 12.3 mmol), 50 ml of 50% trifluoroacetic acid in dichloromethane was added at room temperature. The resulting mixture was stirred at room temperature for 18 hours and concentrated under the reduced pressure to remove the solvent. The residue was neutralized with saturated sodium bicarbonate solution and then NaCl solution was added thereto. The product was extracted with dichloromethane and the organic layer was dried over Mg... Starting materials: OC(C(=O)OCCCl)CC (2-chloroethyl 2-hydroxybutyrate), C(CO)(=O)OC (methyl glycolate), C(C)(C)(C)C1=CC=CC=C1 (tert-butylbenzene), OC(C(=O)OCCCl)CC (2-chloroethyl 2-hydroxybutyrate). Run in C(C)OCC (ethyl ether). Product: OC(C(=O)OCC(=O)OC)CC (2-methoxy-2-oxoethyl 2-hydroxybutyrate). As a reaction SMILES: OC(CC)[C:3]([O:5][CH2:6]CCl)=[O:4].[C:11]([O:15][CH3:16])(=[O:14])[CH2:12][OH:13].[C:17](C1C=CC=CC=1)(C)(C)[CH3:18]>C(OCC)C>[OH:13][CH:12]([CH2:17][CH3:18])[C:11]([O:15][CH2:16][C:3]([O:5][CH3:6])=[O:4])=[O:14]. Procedure details: A 6 mL aliquot of an ethyl ether solution containing 0.25M 2-chloroethyl 2-hydroxybutyrate, 0.25M methyl glycolate, and 0.125% tert-butylbenzene was added to 0.43 g Lipase AK. After mixing for 48 hr at room temperature, the conversion of 2-chloroethyl 2-hydroxybutyrate to the title compound was estimated (by GC, Method A) to be 43%. The GC peak assigned to the title compound was confirmed by HRMS: calcd for C6H8O5Tms (M-CH3) 233.0845, obsd 233.0878. In identical reactions substituting Lipase P30... Reactants: Cl.O1CCOCC1 (hydrogen chloride 1,4-dioxane), C(C1=CC=CC=C1)OC(=O)NC(C(OC)OC)C1=CC=CC=C1 (1-Benzyloxycarbonylamino-2,2-dimethyloxy-1-phenylethane). Reagents/catalysts: [Pd] (palladium black). Run in [H][H] (hydrogen), CO (methanol). Yields the product Cl.COC(C(C1=CC=CC=C1)N)OC (2,2-Dimethyloxy-1-phenylethylamine hydrochloride). Yield: 91.0%. RXN SMILES: C(OC([NH:11][CH:12]([C:18]1[CH:23]=[CH:22][CH:21]=[CH:20][CH:19]=1)[CH:13]([O:16][CH3:17])[O:14][CH3:15])=O)C1C=CC=CC=1.[ClH:24].O1CCOCC1>CO.[H][H].[Pd]>[ClH:24].[CH3:17][O:16][CH:13]([O:14][CH3:15])[CH:12]([NH2:11])[C:18]1[CH:19]=[CH:20][CH:21]=[CH:22][CH:23]=1 |f:1.2,6.7|. Procedure: 1-Benzyloxycarbonylamino-2,2-dimethyloxy-1-phenylethane (1.21 g, 3.84 mmol) was dissolved in methanol (38.4ml), and 4 N hydrogen chloride/1,4-dioxane (0.96 ml, 3.84 mmol) and palladium black (121 mg) were added to it and hydrogenolyzed overnight at room temperature in hydrogen atmosphere. After the palladium black was removed by filtration, the filtrate was concentrated under reduced pressure, and methylene chloride and diethyl ether were added to the resulting residue. The precipitated solid wa... Reactants: solution, [Li+].CC(C)[N-]C(C)C (LDA), CCCCCCC.C1CCOC1.C(C)C1=CC=CC=C1 (heptane THF ethylbenzene), C(OC)(OC)=O (dimethyl carbonate). Solvent: C1CCOC1 (THF). Run at temperature -78 celsius, time 30 minute. The product is C(C1=CC=CC=C1)N1C(C(CC1C)C(=O)OC)=O (methyl 1-benzyl-5-methyl-2-oxopyrrolidine-3-carboxylate). RXN SMILES: [Li+].C[CH:3]([N-:5][CH:6]([CH3:8])[CH3:7])[CH3:4].[C:9](=O)([O:12][CH3:13])[O:10]C.[CH3:15][CH2:16][CH2:17][CH2:18][CH2:19][CH2:20][CH3:21].C1C[O:25]CC1.C(C1C=CC=CC=1)C>C1COCC1>[CH2:15]([N:5]1[CH:6]([CH3:7])[CH2:8][CH:4]([C:9]([O:12][CH3:13])=[O:10])[C:3]1=[O:25])[C:16]1[CH:21]=[CH:20][CH:19]=[CH:18][CH:17]=1 |f:0.1,3.4.5|. Procedure details: A solution of A-1 (7.2 g, 38.0 mmol) at −78° C. in THF (100 ml) was treated with 38.0 ml (76 mmol) of a 2.0 M solution of LDA in heptane/THF/ethylbenzene. After stirring for 30 minutes at −78° C., 6.85 g (76 mmol) of dimethyl carbonate was added and the solution was warmed to room temperature and allowed to stir for 6 hours. The reaction was quenched with 1M aqueous HCl and extracted three times with EtOAc. The combined organic extracts were washed with water, brine, dried over MgSO4, filtered a... Reactants: S(=O)([O-])S(=O)[O-].[Na+].[Na+] (sodium hydrosulfite), COC1=C(/C=C/C(C2=CC(=C(C=C2)OC)[N+](=O)[O-])S(=O)(=O)C(C2=CC(=C(C=C2)OC)[N+](=O)[O-])\C=C\C2=C(C=C(C=C2OC)OC)OC)C(=CC(=C1)OC)OC ((E)-2,4,6-trimethoxystyryl-4-methoxy-3-nitrobenzylsulfone), O (water). Solvent: CC(=O)C.O (acetone water). Reaction conditions: temperature 50 celsius, time 30 minute. Product: COC1=C(/C=C/C(C2=CC(=C(C=C2)OC)N)S(=O)(=O)C(C2=CC(=C(C=C2)OC)N)\C=C\C2=C(C=C(C=C2OC)OC)OC)C(=CC(=C1)OC)OC ((E)-2,4,6-Trimethoxystyryl-4-Methoxy-3-Aminobenzylsulfone). As a reaction SMILES: [CH3:1][O:2][C:3]1[CH:51]=[C:50]([O:52][CH3:53])[CH:49]=[C:48]([O:54][CH3:55])[C:4]=1/[CH:5]=[CH:6]/[CH:7]([S:19]([CH:22](/[CH:34]=[CH:35]/[C:36]1[C:41]([O:42][CH3:43])=[CH:40][C:39]([O:44][CH3:45])=[CH:38][C:37]=1[O:46][CH3:47])[C:23]1[CH:28]=[CH:27][C:26]([O:29][CH3:30])=[C:25]([N+:31]([O-])=O)[CH:24]=1)(=[O:21])=[O:20])[C:8]1[CH:13]=[CH:12][C:11]([O:14][CH3:15])=[C:10]([N+:16]([O-])=O)[CH:9]=1.S(S([O-])=O)([O-])=O.[Na+].[Na+].O>CC(C)=O.O>[CH3:55][O:54][C:48]1[CH:49]=[C:50]([O:52][CH3:53])[CH:51]=[C:3]([O:2][CH3:1])[C:4]=1/[CH:5]=[CH:6]/[CH:7]([S:19]([CH:22](/[CH:34]=[CH:35]/[C:36]1[C:37]([O:46][CH3:47])=[CH:38][C:39]([O:44][CH3:45])=[CH:40][C:41]=1[O:42][CH3:43])[C:23]1[CH:28]=[CH:27][C:26]([O:29][CH3:30])=[C:25]([NH2:31])[CH:24]=1)(=[O:21])=[O:20])[C:8]1[CH:13]=[CH:12][C:11]([O:14][CH3:15])=[C:10]([NH2:16])[CH:9]=1 |f:1.2.3,5.6|. Reported procedure: A solution of (E)-2,4,6-trimethoxystyryl-4-methoxy-3-nitrobenzylsulfone (1.3 mmol) in acetone-water (10:5) was heated to 50° C. After 30 min, sodium hydrosulfite (Na2S2O4) (26.3 mmol) was added slowly, and the mixture was heated at reflux (50° C., 1 h.), cooled to room temperature and water was added. The product was rinsed with NaHCO3, and then isolated by extraction with ethyl acetate. The organic layer was dried over anhydrous Na2SO4. The solvent was removed under reduced pressure and the cru... Starting materials: CC(=O)Cl, CCNc1ccc([N+](=O)[O-])cc1, c1ccccc1. Yields the product CCN(C(C)=O)c1ccc([N+](=O)[O-])cc1. RXN SMILES: [C:13]([CH3:14])(=[O:15])[Cl:16].[CH2:1]([CH3:2])[NH:3][c:4]1[cH:5][cH:6][c:7]([N+:10](=[O:11])[O-:12])[cH:8][cH:9]1.[cH:17]1[cH:18][cH:19][cH:20][cH:21][cH:22]1>>[CH2:1]([CH3:2])[N:3]([c:4]1[cH:5][cH:6][c:7]([N+:10](=[O:11])[O-:12])[cH:8][cH:9]1)[C:13]([CH3:14])=[O:15]. The reactants are NC=1N=CC(=NC1C=1OC(=NN1)C1=C(C=CC=C1)F)C1=CC=C(C=C1)S(=O)(=O)C(CCO)C (3-[4-[5-amino-6-[5-(2-fluorophenyl)-1,3,4-oxadiazol-2-yl]pyrazin-2-yl]phenyl]sulfonylbutan-1-ol), CN(CCC(C)S(=O)(=O)C1=CC=C(C=C1)C=1N=C(C(=NC1)N)C=1OC(=NN1)C1=C(C=CC=C1)F)C (5-[4-[3-(dimethylamino)-1-methyl-propyl]sulfonylphenyl]-3-[5-(2-fluorophenyl)-1,3,4-oxadiazol-2-yl]pyrazin-2-amine), FC1=C(C=CC=C1)C1=NN=C(O1)C=1C(=NC=C(N1)C1=CC=C(C=C1)S(=O)(=O)C1COCC1)N (3-[5-(2-fluorophenyl)-1,3,4-oxadiazol-2-yl]-5-(4-tetrahydrofuran-3-ylsulfonylphenyl)pyrazin-2-amine). Product: FC1=C(C=CC=C1)C1=NN=C(O1)C=1C(=NC=C(N1)C1=CC=C(C=C1)S(=O)(=O)C1CCOCC1)N (3-[5-(2-fluorophenyl)-1,3,4-oxadiazol-2-yl]-5-(4-tetrahydropyran-4-ylsulfonylphenyl)pyrazin-2-amine). RXN SMILES: [NH2:1][C:2]1[N:3]=[CH:4][C:5]([C:20]2[CH:25]=[CH:24][C:23]([S:26]([CH:29]([CH3:33])[CH2:30][CH2:31][OH:32])(=[O:28])=[O:27])=[CH:22][CH:21]=2)=[N:6][C:7]=1[C:8]1[O:9][C:10]([C:13]2[CH:18]=[CH:17][CH:16]=[CH:15][C:14]=2[F:19])=[N:11][N:12]=1.[CH3:34]N(C)CCC(S(C1C=CC(C2N=C(C3OC(C4C=CC=CC=4F)=NN=3)C(N)=NC=2)=CC=1)(=O)=O)C.FC1C=CC=CC=1C1OC(C2C(N)=NC=C(C3C=CC(S(C4CCOC4)(=O)=O)=CC=3)N=2)=NN=1>>[F:19][C:14]1[CH:15]=[CH:16][CH:17]=[CH:18][C:13]=1[C:10]1[O:9][C:8]([C:7]2[C:2]([NH2:1])=[N:3][CH:4]=[C:5]([C:20]3[CH:25]=[CH:24][C:23]([S:26]([CH:29]4[CH2:33][CH2:34][O:32][CH2:31][CH2:30]4)(=[O:28])=[O:27])=[CH:22][CH:21]=3)[N:6]=2)=[N:12][N:11]=1. Procedure: Compound IA-339 3-[4-[5-amino-6-[5-(2-fluorophenyl)-1,3,4-oxadiazol-2-yl]pyrazin-2-yl]phenyl]sulfonylbutan-1-ol 1H NMR (400.0 MHz, DMSO) d 1.20 (d, 3H), 1.37-1.46 (m, 1H), 1.99-2.02 (m, 1H), 3.38-3.43 (m, 2H), 3.52 (s, 1H), 4.66 (t, 1H), 7.50-7.59 (m, 2H), 7.77 (d, 1H), 7.97 (d, 2H), 8.20 (s, 1H), 8.37 (d, 2H) and 9.08 (s, 1H) ppm; MS (ES+) 470 Compound IA-343 5-[4-[3-(dimethylamino)-1-methyl-propyl]sulfonylphenyl]-3-[5-(2-fluorophenyl)-1,3,4-oxadiazol-2-yl]pyrazin-2-amine 1H NMR (400.0 MHz, DMS... Reactants: BrC1=CC(=C(C(=N1)Cl)NC)NC(CC)=O (N-(6-bromo-2-chloro-3-(methylamino)pyridin-4-yl)propionamide). Solvent: Cl (HCl), CC(=O)O (AcOH). Conditions: temperature 100 celsius, time 2 hour. Product: BrC1=CC2=C(C(=N1)Cl)N(C(=N2)CC)C (6-bromo-4-chloro-2-ethyl-3-methyl-3H-imidazo[4,5-c]pyridine). Reaction SMILES: [Br:1][C:2]1[N:7]=[C:6]([Cl:8])[C:5]([NH:9][CH3:10])=[C:4]([NH:11][C:12](=O)[CH2:13][CH3:14])[CH:3]=1>Cl.CC(O)=O>[Br:1][C:2]1[N:7]=[C:6]([Cl:8])[C:5]2[N:9]([CH3:10])[C:12]([CH2:13][CH3:14])=[N:11][C:4]=2[CH:3]=1. Reported procedure: N-(6-bromo-2-chloro-3-(methylamino)pyridin-4-yl)propionamide 2.78 (213 mg, 0.73 mmol) was dissolved in a mixture of HCl (37% aqueous solution) and AcOH 1:5 (12 mL) and the mixture was heated in a sealed tube at 100° C. After 2 h, LC/MS indicated full conversion to desired product. Reaction mixture was evaporated under reduced pressure. Solids were suspended and stirred for 10 min in a basic aqueous solution of NaHCO3 Solids were collected by filtration to isolate 6-bromo-4-chloro-2-ethyl-3-methy... The reactants are CC(=O)N1CC(CCBr)c2cc3c(cc21)OCO3, Cc1ccccc1, c1ccc(C2CCNCC2)cc1. Yields the product CC(=O)N1CC(CCN2CCC(c3ccccc3)CC2)c2cc3c(cc21)OCO3. RXN SMILES: [C:1]([CH3:2])(=[O:3])[N:4]1[CH2:5][CH:6]([CH2:16][CH2:17][Br:18])[c:7]2[cH:8][c:9]3[c:10]([cH:11][c:12]21)[O:13][CH2:14][O:15]3.[CH3:31][c:32]1[cH:33][cH:34][cH:35][cH:36][cH:37]1.[c:19]1([CH:25]2[CH2:26][CH2:27][NH:28][CH2:29][CH2:30]2)[cH:20][cH:21][cH:22][cH:23][cH:24]1>>[C:1]([CH3:2])(=[O:3])[N:4]1[CH2:5][CH:6]([CH2:16][CH2:17][N:28]2[CH2:27][CH2:26][CH:25]([c:19]3[cH:20][cH:21][cH:22][cH:23][cH:24]3)[CH2:30][CH2:29]2)[c:7]2[cH:8][c:9]3[c:10]([cH:11][c:12]21)[O:13][CH2:14][O:15]3.